From a dataset of the Open Reaction Database (ORD), a public repository of structured organic reaction records. describe an organic reaction: reactants, conditions, products, and yield Reactants: ClCCl, COC(=O)C=Cc1cccc(F)c1N=C=Nc1cc(C(F)(F)F)ccc1OC, Fc1ccc(N2CCNCC2)cc1. Yields the product COC(=O)CC1c2cccc(F)c2N=C(N2CCN(c3ccc(F)cc3)CC2)N1c1cc(C(F)(F)F)ccc1OC. RXN SMILES: [Cl:42][CH2:43][Cl:44].[F:1][c:2]1[c:3]([N:14]=[C:15]=[N:16][c:17]2[c:18]([O:27][CH3:28])[cH:19][cH:20][c:21]([C:23]([F:24])([F:25])[F:26])[cH:22]2)[c:4]([CH:8]=[CH:9][C:10](=[O:11])[O:12][CH3:13])[cH:5][cH:6][cH:7]1.[F:29][c:30]1[cH:31][cH:32][c:33]([N:36]2[CH2:37][CH2:38][NH:39][CH2:40][CH2:41]2)[cH:34][cH:35]1>>[F:1][c:2]1[c:3]2[c:4]([cH:5][cH:6][cH:7]1)[CH:8]([CH2:9][C:10](=[O:11])[O:12][CH3:13])[N:16]([c:17]1[c:18]([O:27][CH3:28])[cH:19][cH:20][c:21]([C:23]([F:24])([F:25])[F:26])[cH:22]1)[C:15]([N:39]1[CH2:38][CH2:37][N:36]([c:33]3[cH:32][cH:31][c:30]([F:29])[cH:35][cH:34]3)[CH2:41][CH2:40]1)=[N:14]2. The product is C(C)(C)(C)OC(=O)N1CCN(CC1)C1CCC(CC1)CC(=O)O (2-(4-(4-(tert-butoxycarbonyl)piperazin-1-yl)cyclohexyl)acetic acid). Run in CO (MeOH). The reagents and catalysts are [Pd] (Pd on carbon). RXN SMILES: O=[C:2]1[CH2:7][CH2:6][CH:5]([CH2:8][C:9]([OH:11])=[O:10])[CH2:4][CH2:3]1.[N:12]1([C:18]([O:20][C:21]([CH3:24])([CH3:23])[CH3:22])=[O:19])[CH2:17][CH2:16][NH:15][CH2:14][CH2:13]1>CO.[Pd]>[C:21]([O:20][C:18]([N:12]1[CH2:17][CH2:16][N:15]([CH:2]2[CH2:7][CH2:6][CH:5]([CH2:8][C:9]([OH:11])=[O:10])[CH2:4][CH2:3]2)[CH2:14][CH2:13]1)=[O:19])([CH3:24])([CH3:22])[CH3:23]. Isolated yield 99.4%. Procedure details: To 2-(4-oxocyclohexyl)acetic acid (0.576 g, 3.7 mmol) and tert-butyl piperazine-1-carboxylate (0.700 g, 3.7 mmol) in MeOH, was added Pd on carbon (80 mg), and the resultant reaction mixture was stirred under hydrogen atmosphere overnight. The catalyst was removed via filtration and the solvent was removed under reduced pressure to afford the acid as white solid (1.2 g. 99%). Starting materials: O=C1CCC(CC1)CC(=O)O (2-(4-oxocyclohexyl)acetic acid), N1(CCNCC1)C(=O)OC(C)(C)C (tert-butyl piperazine-1-carboxylate). Run at time 8 hour. Reactants: C(C)(C)(C)OC(NCCC1=C(NC2=CC=C(C=C12)C#N)C1=CC(=CC(=C1)C)C)=O ({2-[5-cyano-2-(3,5-dimethylphenyl)-1H-indol-3-yl]ethyl}carbamic acid tert-butyl ester), C([O-])([O-])=O.[K+].[K+] (potassium carbonate), Cl.NO (hydroxylamine hydrochloride). The solvent is C(C)O (ethanol). Run at time 21 hour. Product: C(C)(C)(C)OC(NCCC1=C(NC2=CC=C(C=C12)C(NO)=N)C1=CC(=CC(=C1)C)C)=O ({2-[2-(3,5-dimethylphenyl)-5-(N-hydroxycarbamimidoyl)-1H-indol-3-yl]ethyl}carbamic acid tert-butyl ester). Isolated yield 32.3%. As a reaction SMILES: [C:1]([O:5][C:6](=[O:29])[NH:7][CH2:8][CH2:9][C:10]1[C:18]2[C:13](=[CH:14][CH:15]=[C:16]([C:19]#[N:20])[CH:17]=2)[NH:12][C:11]=1[C:21]1[CH:26]=[C:25]([CH3:27])[CH:24]=[C:23]([CH3:28])[CH:22]=1)([CH3:4])([CH3:3])[CH3:2].C(=O)([O-])[O-].[K+].[K+].Cl.[NH2:37][OH:38]>C(O)C>[C:1]([O:5][C:6](=[O:29])[NH:7][CH2:8][CH2:9][C:10]1[C:18]2[C:13](=[CH:14][CH:15]=[C:16]([C:19](=[NH:20])[NH:37][OH:38])[CH:17]=2)[NH:12][C:11]=1[C:21]1[CH:26]=[C:25]([CH3:27])[CH:24]=[C:23]([CH3:28])[CH:22]=1)([CH3:4])([CH3:3])[CH3:2] |f:1.2.3,4.5|. Reported procedure: A solution of {2-[5-cyano-2-(3,5-dimethylphenyl)-1H-indol-3-yl]ethyl}carbamic acid tert-butyl ester (300 mg in 5 mL ethanol) was added to a suspension of 725 mg potassium carbonate and 273 mg hydroxylamine hydrochloride in 7 mL ethanol and the whole heated to reflux on an oil bath. After 21 hours, the mixture was cooled to room temperature and filtered to remove solids. The filtrate was concentrated in vacuo then partitioned between ethyl acetate and water. The organic portion was washed with wa... Starting materials: BrC=1C=C(SC1C1=CC=C(C=C1)OC)C1=CC=C(C=O)C=C1 (4-(4-bromo-5-(4-methoxyphenyl)thiophen-2-yl)benzaldehyde), O (water), [Br-].C(C=CC1=CC=CC=C1)[P+](C1=CC=CC=C1)(C1=CC=CC=C1)C1=CC=CC=C1 (Cinnamyltriphenylphosphonium bromide), CC(C)(C)[O-].[K+] (t-BuOK). The solvent is C1CCOC1 (THF), C1CCOC1 (THF). Run at time 30 minute. Yields the product BrC1=C(SC(=C1)C1=CC=C(C=C1)\C=C\C=C\C1=CC=CC=C1)C1=CC=C(C=C1)OC (3-bromo-2-(4-methoxyphenyl)-5-(4-((1E,3E)-4-phenylbuta-1,3-dienyl)phenyl)thiophene). Yield: 74.0%. Reaction SMILES: [Br-].[CH2:2]([P+](C1C=CC=CC=1)(C1C=CC=CC=1)C1C=CC=CC=1)[CH:3]=[CH:4][C:5]1[CH:10]=[CH:9][CH:8]=[CH:7][CH:6]=1.CC([O-])(C)C.[K+].[Br:36][C:37]1[CH:38]=[C:39]([C:50]2[CH:57]=[CH:56][C:53]([CH:54]=O)=[CH:52][CH:51]=2)[S:40][C:41]=1[C:42]1[CH:47]=[CH:46][C:45]([O:48][CH3:49])=[CH:44][CH:43]=1.O>C1COCC1>[Br:36][C:37]1[CH:38]=[C:39]([C:50]2[CH:51]=[CH:52][C:53](/[CH:54]=[CH:2]/[CH:3]=[CH:4]/[C:5]3[CH:6]=[CH:7][CH:8]=[CH:9][CH:10]=3)=[CH:56][CH:57]=2)[S:40][C:41]=1[C:42]1[CH:47]=[CH:46][C:45]([O:48][CH3:49])=[CH:44][CH:43]=1 |f:0.1,2.3|. Procedure: 10.83 g (23.6 mmol) of Cinnamyltriphenylphosphonium bromide was added to 2.70 g (24.10 mmol) of t-BuOK in 100 mL THF and the resulting solution was stirred at RT for 30 min. The reaction mixture was cooled to 0° C. and 8 g (21.4 mmol) of the aldehyde (62) was added in 35 mL THF. The solution was warmed to RT and stirred for 5 hrs. The solution was poured into 200 mL water. The precipitated product was separated by filtration to give 7.5 g (74% yield) of pure target molecule. Reactants: FC(C=1C=C(C=C(C1)C(F)(F)F)C#CCN1CCC(CC1)C(C)(C)C)(F)F (1-(3,5-bistrifluoromethylphenyl)-3-(4-tert-butylpiperidino)prop-1-yne), CS(=O)(=O)O (methanesulphonic acid). The solvent is C(C)OCC (diethyl ether), C(C)OCC (diethyl ether). Yields the product CS(=O)(=O)O.FC(C=1C=C(C=C(C1)C(F)(F)F)C#CCN1CCC(CC1)C(C)(C)C)(F)F (1-(3,5-bistrifluoromethylphenyl)-3-(4-tert-butylpiperidino)prop-1-yne methanesulphonate). The yield is 95.4%. Reaction SMILES: [F:1][C:2]([F:27])([F:26])[C:3]1[CH:4]=[C:5]([C:13]#[C:14][CH2:15][N:16]2[CH2:21][CH2:20][CH:19]([C:22]([CH3:25])([CH3:24])[CH3:23])[CH2:18][CH2:17]2)[CH:6]=[C:7]([C:9]([F:12])([F:11])[F:10])[CH:8]=1.[CH3:28][S:29]([OH:32])(=[O:31])=[O:30]>C(OCC)C>[CH3:28][S:29]([OH:32])(=[O:31])=[O:30].[F:12][C:9]([F:10])([F:11])[C:7]1[CH:6]=[C:5]([C:13]#[C:14][CH2:15][N:16]2[CH2:17][CH2:18][CH:19]([C:22]([CH3:23])([CH3:24])[CH3:25])[CH2:20][CH2:21]2)[CH:4]=[C:3]([C:2]([F:26])([F:27])[F:1])[CH:8]=1 |f:3.4|. Procedure details: A solution of 1-(3,5-bistrifluoromethylphenyl)-3-(4-tert-butylpiperidino)prop-1-yne (9.78 g) in anhydrous diethyl ether (12.5 ml) was treated with a solution of methanesulphonic acid (2.40 g) in anhydrous diethyl ether (12.5 ml), stirred and cooled. The solid precipitate was removed by filtration, washed with cold anhydrous diethyl ether and dried at 0.05 mm Hg for 2 hours, to give 1-(3,5-bistrifluoromethylphenyl)-3-(4-tert-butylpiperidino)prop-1-yne methanesulphonate (11.61 g), m.p. 164°-165° C...